From a dataset of the Open Reaction Database (ORD), a public repository of structured organic reaction records. describe an organic reaction: reactants, conditions, products, and yield Starting materials: O=C(O)c1ccc(OC(F)(F)F)c(Br)c1, N#C[Cu], CN1CCCC1=O, ClCCl. The product is N#Cc1cc(C(=O)O)ccc1OC(F)(F)F. As a reaction SMILES: [Br:1][c:2]1[cH:3][c:4]([C:5](=[O:6])[OH:7])[cH:8][cH:9][c:10]1[O:11][C:12]([F:13])([F:14])[F:15].[C:16](#[N:17])[Cu:18].[CH3:19][N:20]1[CH2:21][CH2:22][CH2:23][C:24]1=[O:25].[Cl:26][CH2:27][Cl:28]>>[c:2]1([C:16]#[N:17])[cH:3][c:4]([C:5](=[O:6])[OH:7])[cH:8][cH:9][c:10]1[O:11][C:12]([F:13])([F:14])[F:15]. Reactants: hydroxyphenyl, C(CC(=O)O)(=O)O (Malonic acid), OC1=CC=C(C=O)C=C1 (p-hydroxybenzaldehyde). The solvent is CCOCC (ether). Product: OC1=CC=C(C=CC(=O)O)C=C1 (p-hydroxycinnamic acid). As a reaction SMILES: [C:1]([OH:7])(=[O:6])[CH2:2][C:3](O)=O.[OH:8][C:9]1[CH:16]=[CH:15][C:12](C=O)=[CH:11][CH:10]=1>CCOCC>[OH:8][C:9]1[CH:16]=[CH:15][C:12]([CH:3]=[CH:2][C:1]([OH:7])=[O:6])=[CH:11][CH:10]=1. Procedure: Sometimes it is convenient to derive the ether substituent from the hydroxyphenyl substituent at the same position the latter occupies, for example, in the following sequence of steps. Malonic acid and p-hydroxybenzaldehyde are reacted to form p-hydroxycinnamic acid, followed by esterification with methanol in the presence of conc H2SO4 to form the methyl ester. This ester is then reacted with TosMIC in the presence of NaH to form methyl 4-hydroxyphenylpyrrole-3-carboxylate ("P-carboxylate"). Th... The reactants are CCO, CCOC(=O)C1(c2ccc(F)cc2)CCOCC1, [K+], [OH-], O. Product: O=C(O)C1(c2ccc(F)cc2)CCOCC1. Reaction SMILES: [CH3:21][CH2:22][OH:23].[F:1][c:2]1[cH:3][cH:4][c:5]([C:8]2([C:14](=[O:15])[O:16][CH2:17][CH3:18])[CH2:9][CH2:10][O:11][CH2:12][CH2:13]2)[cH:6][cH:7]1.[K+:20].[OH-:19].[OH2:24]>>[F:1][c:2]1[cH:3][cH:4][c:5]([C:8]2([C:14](=[O:15])[OH:16])[CH2:9][CH2:10][O:11][CH2:12][CH2:13]2)[cH:6][cH:7]1. The reactants are C(C)(C)(C)OC(NC(CCC1=CC(=CC=C1)C(N)=O)C(=O)N1CCC(CC1)C)=O ([3-(3-carbamoyl-phenyl)-1-(4-methyl-piperidine-1-carbonyl)-propyl]-carbamic acid tert-butyl ester), C(C)(C)(C)OC(=O)N1C=CC=2C(=CC=CC12)S(=O)O.[Li] (lithum 1-(tert-butoxycarbonyl)-1H-indole-4-sulfinic acid). Yields the product N1C=CC2=C(C=CC=C12)S(=O)(=O)NC(CCC=1C=C(C(=O)N)C=CC1)C(=O)N1CCC(CC1)C (3-{3-[(1H-indol-4-ylsulfonyl)amino]-4-(4-methylpiperidin-1-yl)-4-oxobutyl}benzamide). As a reaction SMILES: C(OC(=O)[NH:7][CH:8]([C:20]([N:22]1[CH2:27][CH2:26][CH:25]([CH3:28])[CH2:24][CH2:23]1)=[O:21])[CH2:9][CH2:10][C:11]1[CH:16]=[CH:15][CH:14]=[C:13]([C:17](=[O:19])[NH2:18])[CH:12]=1)(C)(C)C.C(OC([N:37]1[C:45]2[CH:44]=[CH:43][CH:42]=[C:41]([S:46]([OH:48])=[O:47])[C:40]=2[CH:39]=[CH:38]1)=O)(C)(C)C.[Li]>>[NH:37]1[C:45]2[C:40](=[C:41]([S:46]([NH:7][CH:8]([C:20]([N:22]3[CH2:23][CH2:24][CH:25]([CH3:28])[CH2:26][CH2:27]3)=[O:21])[CH2:9][CH2:10][C:11]3[CH:12]=[C:13]([CH:14]=[CH:15][CH:16]=3)[C:17]([NH2:18])=[O:19])(=[O:48])=[O:47])[CH:42]=[CH:43][CH:44]=2)[CH:39]=[CH:38]1 |f:1.2,^1:48|. Procedure: Example 85 is prepared from [3-(3-carbamoyl-phenyl)-1-(4-methyl-piperidine-1-carbonyl)-propyl]-carbamic acid tert-butyl ester and lithum 1-(tert-butoxycarbonyl)-1H-indole-4-sulfinic acid in the same manner as Example 71. ESI MS Calc. 482.2; Found. 483.7 (M+H)+. Reactants: C(C)(C)(C)OC(=O)N1C([C@@H](C[C@H]1C(O[SiH2]C(C)(C)C)(C1=CC=CC=C1)C1=CC=CC=C1)CC)=O ((3R, 5S)-5-(tert-Butyl-diphenyl-silanyloxymethyl)-3-ethyl-2-oxo-pyrrolidine-1-carboxylic acid tert-butyl ester), C(C)(=O)O (acetic acid), CCCC[N+](CCCC)(CCCC)CCCC.[F-] (TBAF). Run in C1CCOC1 (THF), C(C)(=O)OCC (ethyl acetate). Conditions: time 2 hour. The product is C(C)(C)(C)OC(=O)N1C([C@@H](C[C@H]1CO)CC)=O ((3R, 5S)-3-Ethyl-5-hydroxymethyl-2-oxo-pyrrolidine-1-carboxylic acid tert-butyl ester). The yield is 95.0%. RXN SMILES: [C:1]([O:5][C:6]([N:8]1[C@H:12]([C:13](C2C=CC=CC=2)(C2C=CC=CC=2)[O:14][SiH2]C(C)(C)C)[CH2:11][C@@H:10]([CH2:32][CH3:33])[C:9]1=[O:34])=[O:7])([CH3:4])([CH3:3])[CH3:2].C(O)(=O)C.CCCC[N+](CCCC)(CCCC)CCCC.[F-]>C1COCC1.C(OCC)(=O)C>[C:1]([O:5][C:6]([N:8]1[C@H:12]([CH2:13][OH:14])[CH2:11][C@@H:10]([CH2:32][CH3:33])[C:9]1=[O:34])=[O:7])([CH3:4])([CH3:3])[CH3:2] |f:2.3|. Procedure details: To a solution of the compound obtained from step A (5.2 g, 10.8 mmol) in THF (20 mL) and acetic acid (1.36 mL, 2.2 equiv.) at 0° C. was added TBAF (1.0 M in THF, 17.8 mL, 1.65 equiv). The mixture was stirred at rt for 2.0 h. It was then diluted with ethyl acetate and washed with 5% KHSO4 and brine. Evaporation of solvent and a column chromatography (EtOAc: hexane=1:1) gave the desired product as viscous oil (yield, 95%). 1HNMR (400 MHz, CDCl3) δ 4.11 (m, 1 H), 3.78 (dd, 2 H), 2.63 (m, 1 H), 2.15...